From a dataset of the Open Reaction Database (ORD), a public repository of structured organic reaction records. describe an organic reaction: reactants, conditions, products, and yield The reactants are C1CCOC1, CNC, C[Al](C)C, CCOC(=O)c1csc(N2N=C(c3cc(F)ccc3F)SC2(CCCN=[N+]=[N-])c2ccccc2)n1. Product: CN(C)C(=O)c1csc(N2N=C(c3cc(F)ccc3F)SC2(CCCN=[N+]=[N-])c2ccccc2)n1. RXN SMILES: [CH2:43]1[O:44][CH2:45][CH2:46][CH2:47]1.[CH3:1][NH:2][CH3:3].[CH3:4][Al:5]([CH3:6])[CH3:7].[N:8](=[N+:9]=[N-:10])[CH2:11][CH2:12][CH2:13][C:14]1([c:37]2[cH:38][cH:39][cH:40][cH:41][cH:42]2)[S:15][C:16]([c:29]2[c:30]([F:36])[cH:31][cH:32][c:33]([F:35])[cH:34]2)=[N:17][N:18]1[c:19]1[s:20][cH:21][c:22]([C:24]([O:26][CH2:25][CH3:27])=[O:28])[n:23]1>>[CH3:1][N:2]([CH3:3])[C:24]([c:22]1[cH:21][s:20][c:19]([N:18]2[C:14]([CH2:13][CH2:12][CH2:11][N:8]=[N+:9]=[N-:10])([c:37]3[cH:38][cH:39][cH:40][cH:41][cH:42]3)[S:15][C:16]([c:29]3[c:30]([F:36])[cH:31][cH:32][c:33]([F:35])[cH:34]3)=[N:17]2)[n:23]1)=[O:26]. The reactants are CCOC(=O)C1CCN(c2ccccc2)CC1, CO, [Na+], [OH-]. Product: O=C(O)C1CCN(c2ccccc2)CC1. Reaction SMILES: [C:1](=[O:2])([O:3][CH2:4][CH3:5])[CH:6]1[CH2:7][CH2:8][N:9]([c:12]2[cH:13][cH:14][cH:15][cH:16][cH:17]2)[CH2:10][CH2:11]1.[CH3:20][OH:21].[Na+:19].[OH-:18]>>[C:1](=[O:2])([OH:3])[CH:6]1[CH2:7][CH2:8][N:9]([c:12]2[cH:13][cH:14][cH:15][cH:16][cH:17]2)[CH2:10][CH2:11]1. Starting materials: CO, [Na+], [OH-], CCOC(=O)C1CCc2scnc2C1. Yields the product O=C(O)C1CCc2scnc2C1. RXN SMILES: [CH3:17][OH:18].[Na+:2].[OH-:1].[s:3]1[cH:4][n:5][c:6]2[c:7]1[CH2:8][CH2:9][CH:10]([C:12](=[O:13])[O:14][CH2:15][CH3:16])[CH2:11]2>>[s:3]1[cH:4][n:5][c:6]2[c:7]1[CH2:8][CH2:9][CH:10]([C:12](=[O:13])[OH:14])[CH2:11]2. The reactants are BrC1=CC(=NC(=C1)N)N (4-bromo-pyridine-2,6-diamine), C1(=C(C(=CC(=C1)C)C)S(=O)(=O)ON)C (O-mesitylene-sulfonylhydroxylamine), C(=O)C=1SC=CN1 (2-formylthiazole). Product: BrC1=CC=2N(C(=C1)N)N=C(N2)C=2SC=CN2 (7-Bromo-2-thiazol-2-yl-[1,2,4]triazolo[1,5-a]pyridin-5-ylamine). RXN SMILES: [Br:1][C:2]1[CH:7]=[C:6]([NH2:8])[N:5]=[C:4]([NH2:9])[CH:3]=1.C1(C)C=C(C)C=C(C)C=1S(O[NH2:22])(=O)=O.[CH:24]([C:26]1[S:27][CH:28]=[CH:29][N:30]=1)=O>>[Br:1][C:2]1[CH:7]=[C:6]([NH2:8])[N:5]2[N:22]=[C:24]([C:26]3[S:27][CH:28]=[CH:29][N:30]=3)[N:9]=[C:4]2[CH:3]=1. Procedure: The title compound, MS m/e (%): 298 (M++2, 100), was prepared in accordance with the general method of example 63 from 4-bromo-pyridine-2,6-diamine, O-mesitylene-sulfonylhydroxylamine, and 2-formylthiazole. The purification was performed with reversed phase HPLC eluting with an acetonitrile/water gradient. Starting materials: Cc1c(Cl)cc[n+]([O-])c1C, [H-], [Na+], C1COCCO1, O, SCc1ccco1. Product: Cc1c(SCc2ccco2)cc[n+]([O-])c1C. Reaction SMILES: [Cl:10][c:11]1[c:12]([CH3:19])[c:13]([CH3:18])[n+:14]([O-:17])[cH:15][cH:16]1.[H-:2].[Na+:1].[O:20]1[CH2:21][CH2:22][O:23][CH2:24][CH2:25]1.[OH2:26].[o:3]1[c:4]([CH2:8][SH:9])[cH:5][cH:6][cH:7]1>>[o:3]1[c:4]([CH2:8][S:9][c:11]2[c:12]([CH3:19])[c:13]([CH3:18])[n+:14]([O-:17])[cH:15][cH:16]2)[cH:5][cH:6][cH:7]1. The reactants are CC(OCC)=O (EA), BrC=1C(=CC2=C(C=C(O2)F)C1)C (5-bromo-2-fluoro-6-methyl-benzofuran), FC1(OC2=C(O1)C=C(C(=C2)C=2N=CC(=NC2)NC(C2=C(C=CC=C2)F)=O)C)F (N-(5-(2,2-difluoro-6-methylbenzo[d][1,3]dioxol-5-yl)pyrazin-2-yl)-2-fluorobenzamide), bis(ditertbutyl(4-dimethylaminophenyl)phosphine)dichloropalladium (II), [O-]P(=O)([O-])[O-].[K+].[K+].[K+] (K3PO4). Run in C(C)#N (ACN), O1CCOCC1 (dioxane), O (H2O). Run at temperature 85 celsius. Product: FC1=CC2=C(O1)C=C(C(=C2)C=2C=CC(=NC2)N)C (5-(2-fluoro-6-methylbenzo[b]furan-5-yl)-2-pyridylamine). The yield is 56.8%. RXN SMILES: Br[C:2]1[C:3]([CH3:12])=[CH:4][C:5]2[O:9][C:8]([F:10])=[CH:7][C:6]=2[CH:11]=1.FC1(F)OC2C=C(C)C(C3N=C[C:26]([NH:29][C:30](=O)[C:31]4[CH:36]=[CH:35]C=CC=4F)=[N:27]C=3)=CC=2O1.[O-]P([O-])([O-])=O.[K+].[K+].[K+].CC(=O)OCC>C(#N)C.O1CCOCC1.O>[F:10][C:8]1[O:9][C:5]2[CH:4]=[C:3]([CH3:12])[C:2]([C:31]3[CH:36]=[CH:35][C:26]([NH2:27])=[N:29][CH:30]=3)=[CH:11][C:6]=2[CH:7]=1 |f:2.3.4.5|. Reported procedure: A mixture of 5-bromo-2-fluoro-6-methyl-benzofuran (230) (78.5 mg, 0.34 mmol), 2-aminopyridine-5-boronic acid pinacol ester (11) (151 mg, 2 eq), bis(ditertbutyl(4-dimethylaminophenyl)phosphine)dichloropalladium (II) (48 mg, 10% mol) and K3PO4 (145 mg, 0.69 mmol) in 2 ml ACN, 2 ml dioxane, 0.5 ml H2O was bubbled with argon before heated at 85° C. for 3 h. After cooling down to r.t., the reaction mixture was taken up in EA, washed with aq. NaHCO3 and brine. Org. phase was dried over Na2SO4, concent... Starting materials: NC=1C=CC(=NC1)CC(=O)OCC (Ethyl 2-(5-aminopyridin-2-yl)acetate), C(C)(OCC)(OCC)OCC (triethyl orthoacetate), [N-]=[N+]=[N-].[Na+] (sodium azide), C(C)(OCC)(OCC)OCC (triethyl orthoacetate), [N-]=[N+]=[N-].[Na+] (sodium azide). Run in C(C)(=O)O (acetic acid). Conditions: temperature 80 celsius, time 3 hour. Product: CC1=NN=NN1C=1C=CC(=NC1)CC(=O)OCC (Ethyl 2-(5-(5-methyl-1H-tetrazol-1-yl)pyridin-2-yl)acetate). RXN SMILES: [NH2:1][C:2]1[CH:3]=[CH:4][C:5]([CH2:8][C:9]([O:11][CH2:12][CH3:13])=[O:10])=[N:6][CH:7]=1.C(O[CH2:23][CH3:24])(OCC)(OCC)C.[N-:25]=[N+:26]=[N-:27].[Na+]>C(O)(=O)C>[CH3:24][C:23]1[N:1]([C:2]2[CH:3]=[CH:4][C:5]([CH2:8][C:9]([O:11][CH2:12][CH3:13])=[O:10])=[N:6][CH:7]=2)[N:27]=[N:26][N:25]=1 |f:2.3|. Reported procedure: Ethyl 2-(5-aminopyridin-2-yl)acetate (1.314 g, 7.29 mmol) dissolved in acetic acid (24.31 ml) and added triethyl orthoacetate (2.69 ml, 14.58 mmol) and sodium azide (0.881 g, 13.55 mmol). The reaction was stirred at 80° C. for 3 hrs. When LC-MS showed reaction was not complete, added more triethyl orthoacetate (2.69 ml, 14.58 mmol) and sodium azide (0.881 g, 13.55 mmol) then continued heating at 80° C. overnight. Evaporated off acetic acid then diluted with ethyl acetate and washed with saturate...